From a dataset of the Open Reaction Database (ORD), a public repository of structured organic reaction records. describe an organic reaction: reactants, conditions, products, and yield Solvent: C(C)O (ethanol), [Na+].[Cl-] (NaCl), C(C)O (ethanol). Starting materials: N1CCNCC1 (piperazine), C1(=CC=CC=C1)C(OCCCBr)C1=CC=CC=C1 (3-(diphenylmethoxy)propyl bromide). Product: C1(=CC=CC=C1)C(OCCCN1CCNCC1)C1=CC=CC=C1 (1-[3-(Diphenylmethoxy)propyl]piperazine). The yield is 99.7%. RXN SMILES: [NH:1]1[CH2:6][CH2:5][NH:4][CH2:3][CH2:2]1.[C:7]1([CH:13]([C:19]2[CH:24]=[CH:23][CH:22]=[CH:21][CH:20]=2)[O:14][CH2:15][CH2:16][CH2:17]Br)[CH:12]=[CH:11][CH:10]=[CH:9][CH:8]=1>C(O)C.[Na+].[Cl-]>[C:19]1([CH:13]([C:7]2[CH:8]=[CH:9][CH:10]=[CH:11][CH:12]=2)[O:14][CH2:15][CH2:16][CH2:17][N:1]2[CH2:6][CH2:5][NH:4][CH2:3][CH2:2]2)[CH:20]=[CH:21][CH:22]=[CH:23][CH:24]=1 |f:3.4|. Procedure details: In 20 mL of ethanol was dissolved 20 g of piperazine with heating. Then, a solution of 3-(diphenylmethoxy)propyl bromide (7.0 g) in ethanol (20 mL) was added dropwise and the mixture was stirred at 70° C. for 1 hour. This reaction mixture was diluted with saturated aqueous NaCl and extracted with chloroform. The extract was washed with saturated aqueous NaCl to remove the starting material piperazine, dried over MgSO4, and concentrated under reduced pressure to provide 7.1 g of the title compoun... Run at temperature 70 celsius, time 1 hour. The reactants are Cl.FC=1C=C(CN2N=CC(=C2)C2=CN(C3=NC=C(C=C32)C3=CC=C(C=C3)C3CCNCC3)S(=O)(=O)C3=CC=C(C)C=C3)C=CC1 (3-(1-(3-fluorobenzyl)-1H-pyrazol-4-yl)-5-(4-(piperidin-4-yl)phenyl)-1-tosyl-1H-pyrrolo[2,3-b]pyridine hydrochloride), FC=1C=C(CN2N=CC(=C2)C2=CN(C3=NC=C(C=C32)C3=CC(=C(C=C3)N3CCN(CC3)C(=O)OC(C)(C)C)[N+](=O)[O-])S(=O)(=O)C3=CC=C(C)C=C3)C=CC1 (tert-butyl 4-(4-(3-(1-(3-fluorobenzyl)-1H-pyrazol-4-yl)-1-tosyl-1H-pyrrolo[2,3-b]pyridin-5-yl)-2-nitrophenyl)piperazine-1-carboxylate), [OH-].[Li+] (lithium hydroxide). Solvent: C1CCOC1.CO.O (THF methanol water). Product: FC=1C=C(CN2N=CC(=C2)C2=CNC3=NC=C(C=C32)C3=CC(=C(C=C3)N3CCN(CC3)C(=O)OC(C)(C)C)[N+](=O)[O-])C=CC1 (tert-butyl 4-(4-(3-(1-(3-fluorobenzyl)-1H-pyrazol-4-yl)-1H-pyrrolo[2,3-b]pyridin-5-yl)-2-nitrophenyl)piperazine-1-carboxylate). Yield: 111.5%. RXN SMILES: Cl.FC1C=C(C=CC=1)CN1C=C(C2C3C(=NC=C(C4C=CC(C5CCNCC5)=CC=4)C=3)N(S(C3C=CC(C)=CC=3)(=O)=O)C=2)C=N1.[F:46][C:47]1[CH:48]=[C:49]([CH:97]=[CH:98][CH:99]=1)[CH2:50][N:51]1[CH:55]=[C:54]([C:56]2[C:64]3[C:59](=[N:60][CH:61]=[C:62]([C:65]4[CH:70]=[CH:69][C:68]([N:71]5[CH2:76][CH2:75][N:74]([C:77]([O:79][C:80]([CH3:83])([CH3:82])[CH3:81])=[O:78])[CH2:73][CH2:72]5)=[C:67]([N+:84]([O-:86])=[O:85])[CH:66]=4)[CH:63]=3)[N:58](S(C3C=CC(C)=CC=3)(=O)=O)[CH:57]=2)[CH:53]=[N:52]1.[OH-].[Li+]>C1COCC1.CO.O>[F:46][C:47]1[CH:48]=[C:49]([CH:97]=[CH:98][CH:99]=1)[CH2:50][N:51]1[CH:55]=[C:54]([C:56]2[C:64]3[C:59](=[N:60][CH:61]=[C:62]([C:65]4[CH:70]=[CH:69][C:68]([N:71]5[CH2:76][CH2:75][N:74]([C:77]([O:79][C:80]([CH3:83])([CH3:82])[CH3:81])=[O:78])[CH2:73][CH2:72]5)=[C:67]([N+:84]([O-:86])=[O:85])[CH:66]=4)[CH:63]=3)[NH:58][CH:57]=2)[CH:53]=[N:52]1 |f:0.1,3.4,5.6.7|. Procedure details: Using similar reaction conditions as described in step-iii of example-1, tert-butyl 4-(4-(3-(1-(3-fluorobenzyl)-1H-pyrazol-4-yl)-1-tosyl-1H-pyrrolo[2,3-b]pyridin-5-yl)-2-nitrophenyl)piperazine-1-carboxylate (120 mg, 0.15 mmol) was hydrolyzed by lithium hydroxide (20 mg, 0.47 mmol) in THF/methanol/water (5/5/2 ml) to yield crude 100 mg of the titled compound after purification by preparative TLC (Silicagel-1000 micron) using ethyl acetate as eluent. Reactants: BrC=1C=C2C(=CC(=NC2=CC1)NC(C)=O)O (N-(6-bromo-4-hydroxy-quinolin-2-yl)-acetamide), C(C)I (ethyl iodide), C([O-])([O-])=O.[K+].[K+] (potassium carbonate). Solvent: C(C)#N (acetonitrile). Product: BrC=1C=C2C(=CC(=NC2=CC1)NC(C)=O)OCC (N-(6-bromo-4-ethoxy-quinolin-2-yl)-acetamide). The yield is 79.4%. As a reaction SMILES: [Br:1][C:2]1[CH:3]=[C:4]2[C:9](=[CH:10][CH:11]=1)[N:8]=[C:7]([NH:12][C:13](=[O:15])[CH3:14])[CH:6]=[C:5]2[OH:16].[CH2:17](I)[CH3:18].C(=O)([O-])[O-].[K+].[K+]>C(#N)C>[Br:1][C:2]1[CH:3]=[C:4]2[C:9](=[CH:10][CH:11]=1)[N:8]=[C:7]([NH:12][C:13](=[O:15])[CH3:14])[CH:6]=[C:5]2[O:16][CH2:17][CH3:18] |f:2.3.4|. Reported procedure: A mixture of N-(6-bromo-4-hydroxy-quinolin-2-yl)-acetamide (32 g, 0.114 mol), ethyl iodide (26.77 g, 0.171 mol) and potassium carbonate (130 g, 0.912 mol) in acetonitrile (250 ml) was refluxed for 2 h. The solvent was evaporated and the residue was triturated with water. The precipitate was collected by filtration and dried to afford N-(6-bromo-4-ethoxy-quinolin-2-yl)-acetamide as a pale yellow solid (28 g, 80%). This material was used in the next step without further purification. The reactants are C(C)OC(CN=CC=1SC=CC1)OCC (2,2-Diethoxy-N-(thiophen-2-ylmethylene)ethaneamine), [BH4-].[Na+] (sodium borohydride). The solvent is C(C)O (ethanol). Run at time 8 hour. The product is C(C)OC(CNCC=1SC=CC1)OCC (2,2-Diethoxy-N-(thiophen-2-ylmethyl)ethanamine). Yield: 71.9%. As a reaction SMILES: [CH2:1]([O:3][CH:4]([O:13][CH2:14][CH3:15])[CH2:5][N:6]=[CH:7][C:8]1[S:9][CH:10]=[CH:11][CH:12]=1)[CH3:2].[BH4-].[Na+]>C(O)C>[CH2:14]([O:13][CH:4]([O:3][CH2:1][CH3:2])[CH2:5][NH:6][CH2:7][C:8]1[S:9][CH:10]=[CH:11][CH:12]=1)[CH3:15] |f:1.2|. Reported procedure: 2,2-Diethoxy-N-(thiophen-2-ylmethylene)ethaneamine (100 g) prepared in the step 1 was dissolved in 500 mL of dry ethanol, then 18.3 g of sodium borohydride was slowly added thereto little by little at room temperature and the mixture was stirred overnight at room temperature. The solvent was evaporated from the reaction solution in vacuo and the residue was poured over 300 mL of a 10% aqueous solution of acetic acid. The resulting aqueous solution was washed with diethyl ether, neutralized with ... Reactants: CC(=O)[O-], CC(=O)[O-], CO, [Cu+2], [Na+], [OH-], O, CC12CCC(=O)C=C1CCC1C2CCC2(C)C(C(=O)CO)CCC12, O=C(O)CN(CCN(CC(=O)O)CC(=O)O)CC(=O)O. Reaction SMILES: [C:49]([O-:50])(=[O:51])[CH3:52].[C:54]([O-:55])(=[O:56])[CH3:57].[CH3:25][OH:26].[Cu+2:53].[Na+:48].[OH-:47].[OH2:58].[OH:1][CH2:2][C:3]([CH:4]1[CH2:5][CH2:6][CH:7]2[CH:8]3[CH2:9][CH2:10][C:11]4=[CH:12][C:13](=[O:23])[CH2:14][CH2:15][C:16]4([CH3:17])[CH:18]3[CH2:19][CH2:20][C:21]12[CH3:22])=[O:24].[OH:27][C:28]([CH2:29][N:30]([CH2:31][C:32](=[O:33])[OH:34])[CH2:35][CH2:36][N:37]([CH2:38][C:39](=[O:40])[OH:41])[CH2:42][C:43](=[O:44])[OH:45])=[O:46]>>[O:1]=[CH:2][C:3]([CH:4]1[CH2:5][CH2:6][CH:7]2[CH:8]3[CH2:9][CH2:10][C:11]4=[CH:12][C:13](=[O:23])[CH2:14][CH2:15][C:16]4([CH3:17])[CH:18]3[CH2:19][CH2:20][C:21]12[CH3:22])=[O:24]. Yields the product CC12CCC(=O)C=C1CCC1C2CCC2(C)C(C(=O)C=O)CCC12. The reactants are CC1=C(C=CC(=C1)Cl)NC(=O)N(CCC(=O)O)C (N-(2-methyl-4-chlorophenylcarbamoyl)-N-methyl-β-alanine), C(C)(=O)OC(C)=O (acetic anhydride). Product: CC1=C(C=CC(=C1)Cl)N1C(=O)N(C(=O)CC1)C (1-(2-methyl-4-chlorophenyl)-3-methyldihydrouracil). The yield is 24.1%. RXN SMILES: [CH3:1][C:2]1[CH:7]=[C:6]([Cl:8])[CH:5]=[CH:4][C:3]=1[NH:9][C:10]([N:12]([CH3:18])[CH2:13][CH2:14][C:15](O)=O)=[O:11].C(OC(=O)C)(=[O:21])C>>[CH3:1][C:2]1[CH:7]=[C:6]([Cl:8])[CH:5]=[CH:4][C:3]=1[N:9]1[CH2:15][CH2:14][C:13](=[O:21])[N:12]([CH3:18])[C:10]1=[O:11]. Procedure details: At first, 8.0 g (0.03 moles) of N-(2-methyl-4-chlorophenylcarbamoyl)-N-methyl-β-alanine was added to 250 ml of acetic anhydride, and the mixture was refluxed with heating for 2.5 hours. Acetic anhydride was removed therefrom by distillation under reduced pressure, and precipitated crystals were recrystallized from 60 ml of ethyl acetate and 150 ml of n-hexane, whereby 1.8 g of the desired compound was obtained as crystals having a melting point of 120° to 127° C. (yield: 24.1%). Starting materials: C(C)(C)(C)OC(=O)N1C(OC[C@@H]1C(C)=O)(C)C ((R)-4-acetyl-2,2-dimethyl-oxazolidine-3-carboxylic acid tert-butyl ester), C(C1=CC=CC=C1)[Mg]Cl (benzylmagnesium chloride). The solvent is C1CCOC1 (THF). Conditions: time 8 hour. Product: C(C)(C)(C)OC(=O)N1C(OC[C@@H]1C(CC1=CC=CC=C1)(C)O)(C)C ((R)-4-(1-hydroxy-1-methyl-2-phenyl-ethyl)-2,2-dimethyl-oxazolidine-3-carboxylic acid tert-butyl ester). The yield is 89.0%. Reaction SMILES: [C:1]([O:5][C:6]([N:8]1[C@@H:12]([C:13](=[O:15])[CH3:14])[CH2:11][O:10][C:9]1([CH3:17])[CH3:16])=[O:7])([CH3:4])([CH3:3])[CH3:2].[CH2:18]([Mg]Cl)[C:19]1[CH:24]=[CH:23][CH:22]=[CH:21][CH:20]=1>C1COCC1>[C:1]([O:5][C:6]([N:8]1[C@@H:12]([C:13]([OH:15])([CH3:14])[CH2:18][C:19]2[CH:24]=[CH:23][CH:22]=[CH:21][CH:20]=2)[CH2:11][O:10][C:9]1([CH3:16])[CH3:17])=[O:7])([CH3:4])([CH3:3])[CH3:2]. Procedure details: A solution of (R)-4-acetyl-2,2-dimethyl-oxazolidine-3-carboxylic acid tert-butyl ester (2.80 g, CAS 167102-63-8) in THF (40 ml) was cooled under an argon atmosphere to 0° C. and treated dropwise with benzylmagnesium chloride solution (1 M in diethylether, 34.5 ml). The reaction mixture was stirred at r.t. overnight, then quenched with saturated aqueous NH4Cl (50 ml) and extracted with EtOAc. The organic layer was washed with H2O and brine, dried over MgSO4, filtered and concentrated. The crude p... Starting materials: CO (methanol), C(C)(C)(C)NC(=O)CN1C(=NC2=CC=C(C=C2C1=O)C=CCCOS(=O)(=O)C)C1=CC(=CC=C1)Cl (methanesulfonic acid 4-[3-(tert-butylcarbamoylmethyl)-2-(3-chlorophenyl)-4-oxo-3,4-dihydroquinazolin-6-yl]but-3-enyl ester), N1CCCC1 (pyrrolidine), C(=O)([O-])[O-].[K+].[K+] (K2CO3). Solvent: ClCCl (dichloromethane), C(C)#N (acetonitrile). The product is [NH4+].[OH-] (NH4OH), C(C)(C)(C)NC(CN1C(=NC2=CC=C(C=C2C1=O)C=CCCN1CCCC1)C1=CC(=CC=C1)Cl)=O (N-tert-butyl-2-[2-(3-chlorophenyl)-4-oxo-6-(4-pyrrolidin-1-ylbut-1-enyl)-4H-quinazolin-3-yl]acetamide). The yield is 121.6%. Reaction SMILES: [C:1]([NH:5][C:6]([CH2:8][N:9]1[C:18](=[O:19])[C:17]2[C:12](=[CH:13][CH:14]=[C:15]([CH:20]=[CH:21][CH2:22][CH2:23]OS(C)(=O)=O)[CH:16]=2)[N:11]=[C:10]1[C:29]1[CH:34]=[CH:33][CH:32]=[C:31]([Cl:35])[CH:30]=1)=[O:7])([CH3:4])([CH3:3])[CH3:2].[NH:36]1[CH2:40][CH2:39][CH2:38][CH2:37]1.C([O-])([O-])=O.[K+].[K+].CO>C(#N)C.ClCCl>[NH4+:5].[OH-:7].[C:1]([NH:5][C:6](=[O:7])[CH2:8][N:9]1[C:18](=[O:19])[C:17]2[C:12](=[CH:13][CH:14]=[C:15]([CH:20]=[CH:21][CH2:22][CH2:23][N:36]3[CH2:40][CH2:39][CH2:38][CH2:37]3)[CH:16]=2)[N:11]=[C:10]1[C:29]1[CH:34]=[CH:33][CH:32]=[C:31]([Cl:35])[CH:30]=1)([CH3:3])([CH3:2])[CH3:4] |f:2.3.4,8.9|. Reported procedure: A suspension of methanesulfonic acid 4-[3-(tert-butylcarbamoylmethyl)-2-(3-chlorophenyl)-4-oxo-3,4-dihydroquinazolin-6-yl]but-3-enyl ester (528 mg, 1.02 mmol), pyrrolidine (260 μL, 3.06 mmol), and K2CO3 (705 mg, 5.10 mmol) in dry acetonitrile (5 mL) was heated at reflux temperature for 4 h. The mixture was partitioned between water (10 mL) and ethyl acetate (10 mL). The layers were separated, and the aqueous phase was extracted with ethyl acetate (10 mL). The combined organic layers were washed ...